This data is from the Open Reaction Database (ORD), a public repository of structured organic reaction records. The task is: describe an organic reaction: reactants, conditions, products, and yield The yield is 31.4%. Starting materials: OC1=C(C=O)C=CC(=C1)O (2,4-dihydroxybenzaldehyde), C1OC=2C=C(CCl)C=CC2O1 (3,4-methylenedioxybenzyl chloride), C([O-])([O-])=O.[K+].[K+] (potassium carbonate), [I-].[K+] (potassium iodide). The reagents and catalysts are [Br-].C(CCC)[N+](CCCC)(CCCC)CCCC (tetra-n-butylammonium bromide). Procedure details: A mixture of 2,4-dihydroxybenzaldehyde (22.94 g), 3,4-methylenedioxybenzyl chloride (34 g), potassium carbonate (34.43 g), potassium iodide (41.33 g) and tetra-n-butylammonium bromide (6 g) in methyl ethyl ketone was heated at reflux for 3 hours. The reaction mixture was filtered and evaporated. The residue was partitioned between ethyl acetate (400 ml) and water (400 ml) and the aqueous phase extracted twice with ethyl acetate (200 ml). The combined organic phases were dried over magnesium sulp... The solvent is C(C)C(=O)C (methyl ethyl ketone). The product is O1COC2=C1C=CC(=C2)COC2=CC(=C(C=O)C=C2)O (4-(1,3-Benzodioxol-5-ylmethoxy)-2-hydroxybenzaldehyde). Reaction SMILES: [OH:1][C:2]1[CH:9]=[C:8]([OH:10])[CH:7]=[CH:6][C:3]=1[CH:4]=[O:5].[CH2:11]1[O:21][C:20]2[CH:19]=[CH:18][C:15]([CH2:16]Cl)=[CH:14][C:13]=2[O:12]1.C(=O)([O-])[O-].[K+].[K+].[I-].[K+]>[Br-].C([N+](CCCC)(CCCC)CCCC)CCC.C(C(C)=O)C>[O:21]1[C:20]2[CH:19]=[CH:18][C:15]([CH2:16][O:10][C:8]3[CH:7]=[CH:6][C:3]([CH:4]=[O:5])=[C:2]([OH:1])[CH:9]=3)=[CH:14][C:13]=2[O:12][CH2:11]1 |f:2.3.4,5.6,7.8|. Starting materials: [OH-].[Na+] (sodium hydroxide), CON=C(C(=O)OC)C1=NSN=C1 (methyl 2-methoxyimino-2-(1,2,5-thiadiazol-3-yl)acetate). Run in CO (methanol). Run at time 1 hour. Product: CON=C(C(=O)O)C1=NSN=C1 (2-methoxyimino-2-(1,2,5-thiadiazol-3-yl)acetic acid). Yield: 80.0%. Reaction SMILES: [OH-].[Na+].[CH3:3][O:4][N:5]=[C:6]([C:11]1[CH:15]=[N:14][S:13][N:12]=1)[C:7]([O:9]C)=[O:8]>CO>[CH3:3][O:4][N:5]=[C:6]([C:11]1[CH:15]=[N:14][S:13][N:12]=1)[C:7]([OH:9])=[O:8] |f:0.1|. Procedure details: An aqueous solution of 1 N sodium hydroxide (5.4 ml.) was added with stirring at ambient temperature to a solution of methyl 2-methoxyimino-2-(1,2,5-thiadiazol-3-yl)acetate (syn isomer) (0.9 g.) in methanol (10 ml.) and the mixture was stirred for 1 hour at ambient temperature. Methanol was distilled off and water was added to the residue, after which the mixture was washed with ether. The aqueous layer was adjusted to pH 1.5 with 10% hydrochloric acid, subjected to salting-out and extracted wit...